From a dataset of the Open Reaction Database (ORD), a public repository of structured organic reaction records. describe an organic reaction: reactants, conditions, products, and yield The reactants are C1CC(=O)N(C1=O)Br (NBS), S1C(=NC2=C1C=CC=C2)C=2C(=NC=CC2)N (3-benzothiazol-2-ylpyridin-2-ylamine), C1CC(=O)N(C1=O)Br (NBS), ( 91/100 ), Aminopyridines. Product: S1C(=NC2=C1C=CC=C2)C=2C(=NC=C(C2)Br)N (3-Benzothiazol-2-yl-5-bromopyridin-2-ylamine). As a reaction SMILES: [S:1]1[C:5]2[CH:6]=[CH:7][CH:8]=[CH:9][C:4]=2[N:3]=[C:2]1[C:10]1[C:11]([NH2:16])=[N:12][CH:13]=[CH:14][CH:15]=1.C1C(=O)N([Br:24])C(=O)C1>>[S:1]1[C:5]2[CH:6]=[CH:7][CH:8]=[CH:9][C:4]=2[N:3]=[C:2]1[C:10]1[C:11]([NH2:16])=[N:12][CH:13]=[C:14]([Br:24])[CH:15]=1. Reported procedure: The title compound was prepared from 3-benzothiazol-2-ylpyridin-2-ylamine (22.7 g, 100 mmol) and NBS (17.8 g, 100 mmol) as a brown solid following the General Procedure for the Bromination of Aminopyridines with NBS. 1H NMR (CDCl3, 300 MHz): δ=7.17 (brs, 2H), 7.41 (t, J=6.9 Hz, 1H), 7.50 (t, J=6.9 Hz, 1H), 7.89 (d, J=2.4 Hz, 1H), 7.95 (d, J=2.4 Hz, 1H), 8.03 (d, J=2.1 Hz, 1H), 8.20 (d, J=2.1 Hz, 1H). MS(ES+): m/z=305.98/307.94 (91/100) [MH+]. HPLC: tR=3.62 min (nonpolar—5 min, ZQ3). Starting materials: O=C(O)Cc1ccc([N+](=O)[O-])cc1, NCc1ccco1. Reagents/catalysts: C1=CC=C(C=C1)P(=O)(C2=CC=CC=C2)OC3=C(C(=C(C(=C3F)F)F)F)F (FDPP), CCN(C(C)C)C(C)C (DIPEA). Solvent: CN(C)C=O (DMF), CN(C)C=O (DMF), CN(C)C=O (DMF), CN(C)C=O (DMF), CN(C)C=O (DMF), CN(C)C=O (DMF). Conditions: temperature 25 celsius, time 2 hour. Yields the product O=C(Cc1ccc([N+](=O)[O-])cc1)NCc1ccco1. The yield is 48.1%. RXN SMILES: NCc1ccco1.O=C(O)Cc1ccc([N+](=O)[O-])cc1.C1=CC=C(C=C1)P(=O)(C2=CC=CC=C2)OC3=C(C(=C(C(=C3F)F)F)F)F.CCN(C(C)C)C(C)C.CN(C)C=O>>O=C(Cc1ccc([N+](=O)[O-])cc1)NCc1ccco1. The reactants are C(C)S(=S)[O-] (ethylthiosulfinate), SCCC(=O)N1[C@H](C(=O)O)CCC1 (3-mercaptopropanoyl-L-proline), thiol, [OH-].[Na+] (sodium hydroxide). Run in C(C)O (ethanol), O (water). Yields the product C(C)SSCCC(=O)N1[C@H](C(=O)O)CCC1 (1-[3-(ethyldithio)propanoyl]-L-proline). As a reaction SMILES: [CH2:1]([S:3]([O-])=[S:4])[CH3:2].S[CH2:7][CH2:8][C:9]([N:11]1[CH2:18][CH2:17][CH2:16][C@H:12]1[C:13]([OH:15])=[O:14])=[O:10].[OH-].[Na+]>C(O)C.O>[CH2:1]([S:3][S:4][CH2:7][CH2:8][C:9]([N:11]1[CH2:18][CH2:17][CH2:16][C@H:12]1[C:13]([OH:15])=[O:14])=[O:10])[CH3:2] |f:2.3|. Reported procedure: A solution of ethylthiosulfinate (8.4 g) in ethanol (50 ml) is added to an aqueous solution of 3-mercaptopropanoyl-L-proline (10 g) maintained at pH 6-7 by careful addition of sodium hydroxide. The mixture is stirred vigorously at room temperature until negative thiol reaction. The mixture is diluted with water, adjusted to pH 8 and extracted with ethyl acetate, the aqueous phase is acidified to pH 3 and extracted again with ethyl acetate. This latter extract is washed with water, dried and conc... Reactants: C=O (formaldehyde), COC1=CC=C(CCNC(CO)(C)C)C=C1 (2-(4-methoxyphenethylamino)-2-methylpropanol), Cl (hydrochloric acid). Run in C(=O)O (formic acid). The product is COC1=CC=C(CCN(C)C(CO)(C)C)C=C1 (2-[N-(4-Methoxyphenethyl)-N-methylamino]-2-methylpropanol). Yield: 89.9%. RXN SMILES: [CH2:1]=O.[CH3:3][O:4][C:5]1[CH:18]=[CH:17][C:8]([CH2:9][CH2:10][NH:11][C:12]([CH3:16])([CH3:15])[CH2:13][OH:14])=[CH:7][CH:6]=1.Cl>C(O)=O>[CH3:3][O:4][C:5]1[CH:6]=[CH:7][C:8]([CH2:9][CH2:10][N:11]([C:12]([CH3:15])([CH3:16])[CH2:13][OH:14])[CH3:1])=[CH:17][CH:18]=1. Procedure: 37% Aqueous formaldehyde solution (2.68 g) was added to a stirred solution of 2-(4-methoxyphenethylamino)-2-methylpropanol (3.35 g -- see Preparation 6) in formic acid (3.45 g) and the mixture was heated under reflux for 2.5 hours, acidified with 2M hydrochloric acid, washed with ether, basified with solid sodium hydroxide and extracted into ethyl acetate. The organic extract was dried over sodium sulphate and evaporated. The residue was triturated with hexane to give the title compound as a col... The reactants are N([C@@H](CC1=CC=C(C=C1)O)C(=O)N[C@@H](C(C)C)C(=O)N[C@@H](C)C(=O)O)C(=O)C (Ac—Tyr—Val—Ala—OH), N[C@@H](CC(OCC1=CC=CC=C1)=O)C(=O)NCCC1=CC=CC=C1 (H—Asp(Bzl)—CONH—CH2CH2Ph), CN1CCOCC1 (N-methyl morpholine), CN1CCOCC1 (N-methyl morpholine). Run in C1CCOC1 (THF), CN(C)C=O (DMF), C1CCOC1 (THF). Run at temperature -15 celsius, time 5 minute. The product is N([C@@H](CC1=CC=C(C=C1)O)C(=O)N[C@@H](C(C)C)C(=O)N[C@@H](C)C(=O)N[C@@H](CC(OCC1=CC=CC=C1)=O)C(=O)NCCC1=CC=CC=C1)C(=O)C (Ac—Tyr—Val—Ala—Asp(Bzl)—CONH—CH2CH2Ph). Yield: 93.0%. Reaction SMILES: [NH:1]([C:26]([CH3:28])=[O:27])[C@H:2]([C:11]([NH:13][C@H:14]([C:18]([NH:20][C@H:21]([C:23](O)=[O:24])[CH3:22])=[O:19])[CH:15]([CH3:17])[CH3:16])=[O:12])[CH2:3][C:4]1[CH:9]=[CH:8][C:7]([OH:10])=[CH:6][CH:5]=1.CN1CCOCC1.[NH2:36][C@H:37]([C:49]([NH:51][CH2:52][CH2:53][C:54]1[CH:59]=[CH:58][CH:57]=[CH:56][CH:55]=1)=[O:50])[CH2:38][C:39](=[O:48])[O:40][CH2:41][C:42]1[CH:47]=[CH:46][CH:45]=[CH:44][CH:43]=1>C1COCC1.CN(C=O)C>[NH:1]([C:26]([CH3:28])=[O:27])[C@H:2]([C:11]([NH:13][C@H:14]([C:18]([NH:20][C@H:21]([C:23]([NH:36][C@H:37]([C:49]([NH:51][CH2:52][CH2:53][C:54]1[CH:55]=[CH:56][CH:57]=[CH:58][CH:59]=1)=[O:50])[CH2:38][C:39](=[O:48])[O:40][CH2:41][C:42]1[CH:47]=[CH:46][CH:45]=[CH:44][CH:43]=1)=[O:24])[CH3:22])=[O:19])[CH:15]([CH3:17])[CH3:16])=[O:12])[CH2:3][C:4]1[CH:5]=[CH:6][C:7]([OH:10])=[CH:8][CH:9]=1. Reported procedure: The ketoamide (8) (227 mg, 0.5 mmol) was dissolved in ethyl acetate (10 mL) and cooled in an ice bath. Dry HCl gas was bubbled through until the solution was saturated and then the solution was stirred at r.t. until the starting material had been consumed as indicated by tlc (˜30 min). The solvent was removed under reduced pressure to give 22. To a solution of Ac—Tyr—Val—Ala—OH (197 mg, 0.5 mmol) in dry THF (10 mL) and DMF (2 mL) cooled to −15° C. was added N-methyl morpholine (51 mg, 55 μL, 0.5...